This data is from the Open Reaction Database (ORD), a public repository of structured organic reaction records. The task is: describe an organic reaction: reactants, conditions, products, and yield Reactants: [N+](=[N-])=CC(=O)C1N(C2C(N(C2O1)C(C(=O)OCC1=CC=CC=C1)=C(C)C)=O)C(=O)OCC1=CC=CC=C1 (benzyl α-(3ξ-diazoacetyl-2-carbobenzoxy-7-oxo-4-oxa-2,6-diazabicyclo[3.2.0]heptan-6-yl)-α-isopropylideneacetate), CCOCC (ether), C(Cl)Cl (methylene chloride). Conditions: time 30 minute. Product: ClCC(=O)C1N(C2C(N(C2O1)C(C(=O)OCC1=CC=CC=C1)=C(C)C)=O)C(=O)OCC1=CC=CC=C1 (benzyl α-(3ξ-chloroacetyl-2-carbobenzoxy-7-oxo-4-oxa-2,6-diazabicyclo-[3.2.0]heptan-6-yl)-α-isopropylideneacetate). Reaction SMILES: [N+](=[CH:3][C:4]([CH:6]1[O:12][CH:11]2[CH:8]([C:9](=[O:27])[N:10]2[C:13](=[C:24]([CH3:26])[CH3:25])[C:14]([O:16][CH2:17][C:18]2[CH:23]=[CH:22][CH:21]=[CH:20][CH:19]=2)=[O:15])[N:7]1[C:28]([O:30][CH2:31][C:32]1[CH:37]=[CH:36][CH:35]=[CH:34][CH:33]=1)=[O:29])=[O:5])=[N-].CCOCC.C(Cl)[Cl:44]>>[Cl:44][CH2:3][C:4]([CH:6]1[O:12][CH:11]2[CH:8]([C:9](=[O:27])[N:10]2[C:13](=[C:24]([CH3:26])[CH3:25])[C:14]([O:16][CH2:17][C:18]2[CH:23]=[CH:22][CH:21]=[CH:20][CH:19]=2)=[O:15])[N:7]1[C:28]([O:30][CH2:31][C:32]1[CH:37]=[CH:36][CH:35]=[CH:34][CH:33]=1)=[O:29])=[O:5]. Procedure: To a solution of 435 mg of benzyl α-(3ξ-diazoacetyl-2-carbobenzoxy-7-oxo-4-oxa-2,6-diazabicyclo[3.2.0]heptan-6-yl)-α-isopropylideneacetate in 4 ml of methylene chloride is added 1 ml of ether containing 16% hydrogen chloride, and the mixture stirred at room temperature for 30 minutes and then concentrated under reduced pressure to yield 433 mg of benzyl α-(3ξ-chloroacetyl-2-carbobenzoxy-7-oxo-4-oxa-2,6-diazabicyclo-[3.2.0]heptan-6-yl)-α-isopropylideneacetate as crystals. Starting materials: CC(C(=O)O)(C)SC1=CN=C(S1)NC(=O)N(CCCOC1=CC=CC=C1)[C@@H]1CC[C@H](CC1)C (2-methyl-2-{2-[3-(trans-4-methyl-cyclohexyl)-3-(3-phenoxy-propyl)-ureido]-thiazol-5-ylsulfanyl}-propionic acid), C1(=CC=CC=C1)O (phenol), C(C)OC(C(CSC1=CN=C(S1)N)(C)C)=O (3-(2-amino-thiazol-5-ylsulfanyl)-2,2-dimethyl-propionic acid ethyl ester). Product: CC(C(=O)O)(CSC1=CN=C(S1)NC(=O)N(CCCOC1=CC=CC=C1)[C@@H]1CC[C@H](CC1)C)C (2,2-Dimethyl-3-{2-[3-(trans-4-methyl-cyclohexyl)-3-(3-phenoxy-propyl)-ureido]-thiazol-5-ylsulfanyl}-propionic acid). Reaction SMILES: CC([S:7][C:8]1[S:12][C:11]([NH:13][C:14]([N:16]([C@H:27]2[CH2:32][CH2:31][C@H:30]([CH3:33])[CH2:29][CH2:28]2)[CH2:17][CH2:18][CH2:19][O:20][C:21]2[CH:26]=[CH:25][CH:24]=[CH:23][CH:22]=2)=[O:15])=[N:10][CH:9]=1)(C)C(O)=O.C1(O)C=CC=CC=1.C([O:43][C:44](=[O:56])[C:45]([CH3:55])([CH3:54])[CH2:46]SC1SC(N)=NC=1)C>>[CH3:46][C:45]([CH3:55])([CH2:54][S:7][C:8]1[S:12][C:11]([NH:13][C:14]([N:16]([C@H:27]2[CH2:32][CH2:31][C@H:30]([CH3:33])[CH2:29][CH2:28]2)[CH2:17][CH2:18][CH2:19][O:20][C:21]2[CH:22]=[CH:23][CH:24]=[CH:25][CH:26]=2)=[O:15])=[N:10][CH:9]=1)[C:44]([OH:56])=[O:43]. Procedure: The compound was prepared following an analogous procedure to the one described for the synthesis 2-methyl-2-{2-[3-(trans-4-methyl-cyclohexyl)-3-(3-phenoxy-propyl)-ureido]-thiazol-5-ylsulfanyl}-propionic acid using phenol and 3-(2-amino-thiazol-5-ylsulfanyl)-2,2-dimethyl-propionic acid ethyl ester.